The task is: describe an organic reaction: reactants, conditions, products, and yield. This data is from the Open Reaction Database (ORD), a public repository of structured organic reaction records. As a reaction SMILES: [N+:1](C1C=CC=CC=1N=NC1C=C(C)C=CC=1O)([O-:3])=[O:2].[OH-:20].[Na+].[CH:22]1[C:34]2[C:33](=O)[C:32]3[C:27](=CC=C[CH:31]=3)[C:26]=2C=CC=1.[CH2:36]=O.[N:38]([C:46]1[CH:51]=[CH:50][CH:49]=[CH:48][CH:47]=1)=[N:39][C:40]1[CH:45]=[CH:44][CH:43]=[CH:42][CH:41]=1>O.CO>[N+:1]([C:51]1[CH:50]=[CH:49][CH:48]=[CH:47][C:46]=1[N:38]=[N:39][C:40]1[CH:45]=[C:44]([C:32]([CH2:33][C:34]([CH3:26])([CH3:22])[CH3:36])([CH3:31])[CH3:27])[CH:43]=[CH:42][C:41]=1[OH:20])([O-:3])=[O:2] |f:1.2|. Reaction conditions: temperature 65 celsius. Procedure: 2-nitro-2'-hydroxy-5'-methylazobenzene 12.9 g was added to a mixture of methanol 60 ml, water 30 ml and 97% sodium hydroxide 12.4 g, and the resultant mixure was stirred while raising temperature to 65° C. Thereafter, the mixture was cooled to 40° C., and 9-fluorenone 0.8 g and then 80% paraformaldehyde 2.1 g were added to the mixture for 1 hour. The resultant mixture was then heated to the boiling point (75° C.), and was stirred at the boiling point for 6 hours, thus almost all of the azobenzen... Yields the product [N+](=O)([O-])C1=C(C=CC=C1)N=NC1=C(C=CC(=C1)C(C)(C)CC(C)(C)C)O (2-nitro-2'-hydroxy-5'-t-octylazobenzene). The reactants are resultant mixture, [N+](=O)([O-])C1=C(C=CC=C1)N=NC1=C(C=CC(=C1)C)O (2-nitro-2'-hydroxy-5'-methylazobenzene), [OH-].[Na+] (sodium hydroxide), C1=CC=CC=2C3=CC=CC=C3C(C12)=O (9-fluorenone), C=O (paraformaldehyde), N(=NC1=CC=CC=C1)C1=CC=CC=C1 (azobenzene). The solvent is O (water), CO (methanol). Reactants: CC(C)c1nn(Cc2ccccc2Br)c(=O)c(C(=O)NCC(=O)O)c1O, O=C([O-])[O-], C1COCCO1, COc1ccccc1B(O)O, Cl, [K+], [K+], O, c1ccc(P(c2ccccc2)(c2ccccc2)[Pd](P(c2ccccc2)(c2ccccc2)c2ccccc2)(P(c2ccccc2)(c2ccccc2)c2ccccc2)P(c2ccccc2)(c2ccccc2)c2ccccc2)cc1. Yields the product COc1ccccc1-c1ccccc1Cn1nc(C(C)C)c(O)c(C(=O)NCC(=O)O)c1=O. RXN SMILES: [Br:1][c:2]1[c:3]([CH2:8][n:9]2[n:10][c:11]([CH:24]([CH3:25])[CH3:26])[c:12]([OH:23])[c:13]([C:16](=[O:17])[NH:18][CH2:19][C:20](=[O:21])[OH:22])[c:14]2=[O:15])[cH:4][cH:5][cH:6][cH:7]1.[C:38](=[O:39])([O-:40])[O-:41].[CH2:45]1[O:46][CH2:47][CH2:48][O:49][CH2:50]1.[CH3:27][O:28][c:29]1[c:30]([B:35]([OH:36])[OH:37])[cH:31][cH:32][cH:33][cH:34]1.[ClH:44].[K+:42].[K+:43].[OH2:51].[cH:52]1[cH:53][cH:54][c:55]([P:56]([Pd:57]([P:58]([c:59]2[cH:60][cH:61][cH:62][cH:63][cH:64]2)([c:65]2[cH:66][cH:67][cH:68][cH:69][cH:70]2)[c:71]2[cH:72][cH:73][cH:74][cH:75][cH:76]2)([P:77]([c:78]2[cH:79][cH:80][cH:81][cH:82][cH:83]2)([c:84]2[cH:85][cH:86][cH:87][cH:88][cH:89]2)[c:90]2[cH:91][cH:92][cH:93][cH:94][cH:95]2)[P:96]([c:97]2[cH:98][cH:99][cH:100][cH:101][cH:102]2)([c:103]2[cH:104][cH:105][cH:106][cH:107][cH:108]2)[c:109]2[cH:110][cH:111][cH:112][cH:113][cH:114]2)([c:115]2[cH:116][cH:117][cH:118][cH:119][cH:120]2)[c:121]2[cH:122][cH:123][cH:124][cH:125][cH:126]2)[cH:127][cH:128]1>>[c:2]1(-[c:30]2[c:29]([O:28][CH3:27])[cH:34][cH:33][cH:32][cH:31]2)[c:3]([CH2:8][n:9]2[n:10][c:11]([CH:24]([CH3:25])[CH3:26])[c:12]([OH:23])[c:13]([C:16](=[O:17])[NH:18][CH2:19][C:20](=[O:21])[OH:22])[c:14]2=[O:15])[cH:4][cH:5][cH:6][cH:7]1. Reactants: ClC1=C(OC2=NC=C(C=C2C(=O)N2CCNC3=CC=CC=C23)F)C=C(C=C1)Cl ([2-(2,5-Dichloro-phenoxy)-5-fluoro-pyridin-3-yl]-(3,4-dihydro-2H-quinoxalin-1-yl)-methanone), solution, C(C)OC(C=O)=O (glyoxylic acid ethylester), C1(=CC=CC=C1)C (toluene), C(CCC)[Sn](CCCC)(Cl)Cl (dibutyltin dichloride), C1(=CC=CC=C1)[SiH3] (phenylsilane). Conditions: temperature 100 celsius. Yields the product C(C)OC(CN1CCN(C2=CC=CC=C12)C(=O)C=1C(=NC=C(C1)F)OC1=C(C=CC(=C1)Cl)Cl)=O ({4-[2-(2,5-Dichloro-phenoxy)-5-fluoro-pyridine-3-carbonyl]-3,4-dihydro-2H-quinoxalin-1-yl}-acetic acid ethyl ester). The yield is 34.0%. RXN SMILES: [Cl:1][C:2]1[CH:27]=[CH:26][C:25]([Cl:28])=[CH:24][C:3]=1[O:4][C:5]1[C:10]([C:11]([N:13]2[C:22]3[C:17](=[CH:18][CH:19]=[CH:20][CH:21]=3)[NH:16][CH2:15][CH2:14]2)=[O:12])=[CH:9][C:8]([F:23])=[CH:7][N:6]=1.[CH2:29]([O:31][C:32](=[O:35])[CH:33]=O)[CH3:30].C1(C)C=CC=CC=1.C([Sn](Cl)(Cl)CCCC)CCC.C1([SiH3])C=CC=CC=1>>[CH2:29]([O:31][C:32](=[O:35])[CH2:33][N:16]1[C:17]2[C:22](=[CH:21][CH:20]=[CH:19][CH:18]=2)[N:13]([C:11]([C:10]2[C:5]([O:4][C:3]3[CH:24]=[C:25]([Cl:28])[CH:26]=[CH:27][C:2]=3[Cl:1])=[N:6][CH:7]=[C:8]([F:23])[CH:9]=2)=[O:12])[CH2:14][CH2:15]1)[CH3:30]. Procedure details: To [2-(2,5-dichloro-phenoxy)-5-fluoro-pyridin-3-yl]-(3,4-dihydro-2H-quinoxalin-1-yl)-methanone (200 mg, 0.478 mmol, 1.0 equiv; Example 147) was added a 50% solution of glyoxylic acid ethylester in toluene (1.03 g, 1 mL, 1.913 mmol, 4.0 equiv; [CAS RN 924-44-7]), dibutyltin dichloride (14.6 mg, 0.048 mmol, 0.1 equiv; [CAS RN 683-18-1]) and phenylsilane (103.8 mg, 118 μL, 0.956 mmol, 2.0 equiv; [CAS RN 694-53-1]). The reaction mixture was heated by microwave irradiation to 100° C. for 30 min. Remo...